Dataset: the Open Reaction Database (ORD), a public repository of structured organic reaction records. Task: describe an organic reaction: reactants, conditions, products, and yield The reactants are C(C)(=O)NC1=CC=C(C=N1)/C=C/C(=O)NCC=1SC=CC1C1=C(C(=C(C=C1)C)CO)C (2-[(E)-3-(6-acetamidopyridin-3-yl)acryloylaminomethyl]-3-(2,4-dimethyl-3-hydroxymethylphenyl)thiophene), CS(=O)(=O)Cl (methanesulfonyl chloride), C(C)(=O)NC1=CC=C(C=N1)/C=C/C(=O)NCC=1SC=CC1C1=C(C(=C(C=C1)C)CCl)C (2-[(E)-3-(6-Acetamidopyridin-3-yl)acryloylaminomethyl]-3-(2,4-dimethyl-3-chloromethylphenyl)thiophene), OC=1C=CC=C2C=CC(=NC12)C (8-hydroxy-2-methylquinoline), C([O-])([O-])=O.[K+].[K+] (potassium carbonate). The solvent is O (water), CN(C=O)C (N,N-dimethylformamide), O (water), CN(C=O)C (N,N-dimethylformamide), C(C)N(CC)CC (triethylamine), CN(C=O)C (N,N-dimethylformamide). Run at time 5 hour. Yields the product C(C)(=O)NC1=CC=C(C=N1)/C=C/C(=O)NCC=1SC=CC1C1=C(C(=C(C=C1)C)COC=1C=CC=C2C=CC(=NC12)C)C (2-[(E)-3-(6-acetamidopyridin-3-yl)acryloylaminomethyl]-3-[2,4-dimethyl-3-(2-methylquinolin-8-yloxymethyl)phenyl]thiophene). The yield is 48.5%. Reaction SMILES: [C:1]([NH:4][C:5]1[N:10]=[CH:9][C:8](/[CH:11]=[CH:12]/[C:13]([NH:15][CH2:16][C:17]2[S:18][CH:19]=[CH:20][C:21]=2[C:22]2[CH:27]=[CH:26][C:25]([CH3:28])=[C:24]([CH2:29][OH:30])[C:23]=2[CH3:31])=[O:14])=[CH:7][CH:6]=1)(=[O:3])[CH3:2].CS(Cl)(=O)=O.C(NC1N=CC(/C=C/C(NCC2SC=CC=2C2C=CC(C)=C(CCl)C=2C)=O)=CC=1)(=O)C.O[C:69]1[CH:70]=[CH:71][CH:72]=[C:73]2[C:78]=1[N:77]=[C:76]([CH3:79])[CH:75]=[CH:74]2.C(=O)([O-])[O-].[K+].[K+]>CN(C)C=O.O.C(N(CC)CC)C>[C:1]([NH:4][C:5]1[N:10]=[CH:9][C:8](/[CH:11]=[CH:12]/[C:13]([NH:15][CH2:16][C:17]2[S:18][CH:19]=[CH:20][C:21]=2[C:22]2[CH:27]=[CH:26][C:25]([CH3:28])=[C:24]([CH2:29][O:30][C:69]3[CH:70]=[CH:71][CH:72]=[C:73]4[C:78]=3[N:77]=[C:76]([CH3:79])[CH:75]=[CH:74]4)[C:23]=2[CH3:31])=[O:14])=[CH:7][CH:6]=1)(=[O:3])[CH3:2] |f:4.5.6|. Procedure: To a mixture of 2-[(E)-3-(6-acetamidopyridin-3-yl)acryloylaminomethyl]-3-(2,4-dimethyl-3-hydroxymethylphenyl)thiophene (45 mg) and triethylamine (13.6 mg) in N,N-dimethylformamide (2 ml) was added methanesulfonyl chloride (14.2 mg) under ice-cooling, and the mixture was stirred for 1 hour at the same temperature and for 5 hours at ambient temperature. The mixture was poured into water and extracted with chloroform. The organic layer was washed with water and brine, dried over magnesium sulfate a... The solvent is CN(C)C=O (DMF). Conditions: temperature 0 celsius, time 20 minute. The reactants are [H-].[Na+] (sodium hydride), S1C(=NC=C1)C(C)(C#C)O (2-(1,3-thiazol-2-yl)but-3-yn-2-ol), CI (methyl iodide). Reaction SMILES: [S:1]1[CH:5]=[CH:4][N:3]=[C:2]1[C:6]([OH:10])([C:8]#[CH:9])[CH3:7].[H-].[Na+].[CH3:13]I>CN(C=O)C>[CH3:13][O:10][C:6]([C:2]1[S:1][CH:5]=[CH:4][N:3]=1)([C:8]#[CH:9])[CH3:7] |f:1.2|. Procedure details: To a solution of 2-(1,3-thiazol-2-yl)but-3-yn-2-ol (I-1) (1.0 g, 6.33 mmol) in DMF (15 mL) cooled to 0° C., was slowly added sodium hydride (60% oil dispersion) (0.30 g, 7.6 mmol). After stirring at 0° C. for 20 min, methyl iodide (0.47 mL, 7.6 mmol) was added. The solution was warmed to RT. The mixture was partition between EtOAc (50 mL) and water (20 mL). The organic layer was washed with water, dried (Na2SO4), filtered and concentrated in vacuo. Purification by flash chromatography (Isolute c... The product is COC(C)(C#C)C=1SC=CN1 (2-(2-methoxybut-3-yn-2-yl)-1,3-thiazole). The reactants are COC=1C=C(C=CC1)O (3-methoxyphenol), [Cl-].[Al+3].[Cl-].[Cl-] (aluminum chloride), ClC(=O)OC1=CC=CC=C1 (phenyl chloroformate), Cl (hydrochloric acid). The solvent is C(Cl)Cl (methylene chloride), O (water). Reaction conditions: time 24 hour. The product is OC1=C(C(=O)OC2=CC=CC=C2)C=CC(=C1)OC (phenyl 2-hydroxy-4-methoxybenzoate). As a reaction SMILES: [CH3:1][O:2][C:3]1[CH:4]=[C:5]([OH:9])[CH:6]=[CH:7][CH:8]=1.[Cl-].[Al+3].[Cl-].[Cl-].Cl[C:15]([O:17][C:18]1[CH:23]=[CH:22][CH:21]=[CH:20][CH:19]=1)=[O:16].Cl>O.C(Cl)Cl>[OH:9][C:5]1[CH:4]=[C:3]([O:2][CH3:1])[CH:8]=[CH:7][C:6]=1[C:15]([O:17][C:18]1[CH:23]=[CH:22][CH:21]=[CH:20][CH:19]=1)=[O:16] |f:1.2.3.4|. Reported procedure: To a 1,000-mL, three-neck, nitrogen-purged flask was added 26.5 g (0.21 mole) of 3-methoxyphenol, 215 mL of methylene chloride, 32 g (0.24 mole) of aluminum chloride and 32 mL (0.26 mole) of phenyl chloroformate. This mixture was heated to reflux. After 24 hours, the mixture was cooled to 20°-30° C. and 400 mL of water and 32 mL of 37% hydrochloric acid were added. The layers were separated and the organic layer washed with two 100-mL portions of 5N hydrochloric acid. The organic layer was dried...